This data is from the Open Reaction Database (ORD), a public repository of structured organic reaction records. The task is: describe an organic reaction: reactants, conditions, products, and yield Starting materials: C1=CC=C(C=C1)C(C(C(=O)O)N)O (DL-3-phenylserine hydrate), C1(=CC=CC=C1)CC(=O)O (phenyl-acetic acid). Product: C(C1=CC=CC=C1)C=1OC(=C(N1)C(=O)O)C1=CC=CC=C1 (2-Benzyl-5-phenyl-oxazole-4-carboxylic acid). Reaction SMILES: [CH:1]1[CH:6]=[CH:5][C:4]([CH:7]([OH:13])[CH:8]([NH2:12])[C:9]([OH:11])=[O:10])=[CH:3][CH:2]=1.[C:14]1([CH2:20][C:21](O)=O)[CH:19]=[CH:18][CH:17]=[CH:16][CH:15]=1>>[CH2:20]([C:21]1[O:13][C:7]([C:4]2[CH:3]=[CH:2][CH:1]=[CH:6][CH:5]=2)=[C:8]([C:9]([OH:11])=[O:10])[N:12]=1)[C:14]1[CH:19]=[CH:18][CH:17]=[CH:16][CH:15]=1. Procedure details: Prepared starting from DL-3-phenylserine hydrate following sequentially general procedures W, X with phenyl-acetic acid, Y and Z. LC-MS-conditions 02: tR=0.95 min; [M+H]+=220.18. Reactants: C(O)[P+](CO)(CO)CO.[Cl-] (THPC), NC(=O)N (urea). Run in C1(=CC=CC=C1)C (toluene). Yields the product [Cl-].N(C(=O)N)C[P+](CNC(=O)N)(CNC(=O)N)CNC(=O)N (tetrakis(ureidomethyl)phosphonium chloride). The yield is 101.1%. RXN SMILES: [CH2:1]([P+:3]([CH2:8]O)([CH2:6]O)[CH2:4]O)O.[Cl-:10].[NH2:11][C:12]([NH2:14])=[O:13]>C1(C)C=CC=CC=1>[Cl-:10].[NH:11]([CH2:8][P+:3]([CH2:1][NH:11][C:12]([NH2:14])=[O:13])([CH2:4][NH:11][C:12]([NH2:14])=[O:13])[CH2:6][NH:11][C:12]([NH2:14])=[O:13])[C:12]([NH2:14])=[O:13] |f:0.1,4.5|. Procedure: Reaction of THPC (9.53 g, 0.05 mol) with urea (12.01 g, 0.2 mol) in toluene (75 ml), following Example 1, gave 18.14 g (101%) of tetrakis(ureidomethyl)phosphonium chloride (I, R=R'=R"=H, X=Cl) as a colorless, brittle glass. The reactants are C(C1=CC=CC=C1)C1CN(CCC1)CC(=O)C=1C=C2CCC(NC2=CC1)=O (1,2,3,4-tetrahydro-6-(2-(3-benzylpiperidino)-1-oxoethyl)quinolin-2-one), N1C(CCC2=CC=CC=C12)=O (1,2,3,4-tetrahydroquinolin-2-one), ClCC(=O)Cl.[Al+3].[Cl-].[Cl-].[Cl-].CN(C)C=O (chloroacetyl chloride AlCl3 DMF), ClCC(=O)C=1C=C2CCC(NC2=CC1)=O (6-chloroacetyl-1,2,3,4-tetrahydroquinolin-2-one), C(C1=CC=CC=C1)C1CNCCC1 ((racemic) 3-benzylpiperidine), [OH-].[Na+] (sodium hydroxide), [BH4-].[Na+] (NaBH4). Solvent: ClCCl (dichloromethane), C(C)O (ethanol), CO (methanol), C(C)N(CC)CC (triethylamine). Run at time 2 hour. Yields the product C(C1=CC=CC=C1)C1CN(CCC1)CC(O)C=1C=C2CCC(NC2=CC1)=O (6-(2-(3-benzylpiperidino)-1-hydroxyethyl)-1,2,3,4-tetrahydroquinolin-2-one). As a reaction SMILES: [CH2:1]([CH:8]1[CH2:13][CH2:12][CH2:11][N:10]([CH2:14][C:15]([C:17]2[CH:18]=[C:19]3[C:24](=[CH:25][CH:26]=2)[NH:23][C:22](=[O:27])[CH2:21][CH2:20]3)=[O:16])[CH2:9]1)[C:2]1[CH:7]=[CH:6][CH:5]=[CH:4][CH:3]=1.N1C2C(=CC=CC=2)CCC1=O.ClCC(Cl)=O.[Al+3].[Cl-].[Cl-].[Cl-].CN(C=O)C.ClCC(C1C=C2C(=CC=1)NC(=O)CC2)=O.C(C1CCCNC1)C1C=CC=CC=1.[BH4-].[Na+].[OH-].[Na+]>C(O)C.CO.ClCCl.C(N(CC)CC)C>[CH2:1]([CH:8]1[CH2:13][CH2:12][CH2:11][N:10]([CH2:14][CH:15]([C:17]2[CH:18]=[C:19]3[C:24](=[CH:25][CH:26]=2)[NH:23][C:22](=[O:27])[CH2:21][CH2:20]3)[OH:16])[CH2:9]1)[C:2]1[CH:7]=[CH:6][CH:5]=[CH:4][CH:3]=1 |f:2.3.4.5.6.7,10.11,12.13|. Reported procedure: A solution of 36.2 g of 1,2,3,4-tetrahydro-6-(2-(3-benzylpiperidino)-1-oxoethyl)quinolin-2-one ("A"; racemate; obtainable by reaction of 1,2,3,4-tetrahydroquinolin-2-one with chloroacetyl chloride/AlCl3 /DMF to give 6-chloroacetyl-1,2,3,4-tetrahydroquinolin-2-one ("B") and subsequent reaction with (racemic) 3-benzylpiperidine in ethanol in the presence of triethylamine) in 725 ml of methanol is treated with 3.8 g of NaBH4 and then stirred at 10° for 2 hours. Customary working up (sodium hydroxid... Reactants: B([O-])([O-])[O-] (borate), solution, CC1(NC(CCC1)(C)C)C (2,2,6,6-tetramethylpiperidine), solution, [Li]CCCC (BuLi), C(C)(C)(C)OC(=O)N1C=CC2=CC=CC=C12 (1-tert-butoxycarbonylindole). The solvent is C1CCOC1 (THF), C1CCOC1 (THF), CCCCCC (hexane), C1CCOC1 (THF). Reaction conditions: temperature -75 celsius, time 10 minute. The product is C(C)(C)(C)OC(=O)N1C(=CC2=CC=CC=C12)B(O)O ((1-tert-butoxycarbonylindol-2-yl)boronic acid). Yield: 36.9%. Reaction SMILES: CC1(C)CCCC(C)(C)N1.[Li]CCCC.[C:16]([O:20][C:21]([N:23]1[C:31]2[C:26](=[CH:27][CH:28]=[CH:29][CH:30]=2)[CH:25]=[CH:24]1)=[O:22])([CH3:19])([CH3:18])[CH3:17].[B:32]([O-])([O-:34])[O-:33]>C1COCC1.CCCCCC>[C:16]([O:20][C:21]([N:23]1[C:31]2[C:26](=[CH:27][CH:28]=[CH:29][CH:30]=2)[CH:25]=[C:24]1[B:32]([OH:34])[OH:33])=[O:22])([CH3:19])([CH3:17])[CH3:18]. Reported procedure: To a solution of 2,2,6,6-tetramethylpiperidine (11.0 g; 78 mmols) in THF (170 ml), at -78° C. and under nitrogen, a 1.6M solution of BuLi (56.1 ml; 89.7 mmols) in hexane is added slowly in order to maintain the temperature below -65° C. The mixture is stirred at -75° C. for 10 min and is then warmed to 0° C. within 30 min. After cooling again to -78° C., a solution of 1-tert-butoxycarbonylindole (15.6 g; 72 mmols) in THF (300 ml) is added, keeping the temperature below -65° C. The mixture is sti... Reactants: [C+4], CCN(C(=O)OCc1ccccc1)c1ccc2cc(-c3nn(COCC[Si](C)(C)C)c4c3CCC(C)(C)C4)n(COCC[Si](C)(C)C)c2c1, CO, [OH-], [OH-], [OH-], [OH-], [OH-], [OH-], [Pd+2]. The product is CCNc1ccc2cc(-c3nn(COCC[Si](C)(C)C)c4c3CCC(C)(C)C4)n(COCC[Si](C)(C)C)c2c1. RXN SMILES: [C+4:52].[CH3:1][C:2]1([CH3:49])[CH2:3][CH2:4][c:5]2[c:6](-[c:19]3[n:20]([CH2:41][O:42][CH2:43][CH2:44][Si:45]([CH3:46])([CH3:47])[CH3:48])[c:21]4[cH:22][c:23]([N:28]([C:29](=[O:30])[O:31][CH2:32][c:33]5[cH:34][cH:35][cH:36][cH:37][cH:38]5)[CH2:39][CH3:40])[cH:24][cH:25][c:26]4[cH:27]3)[n:7][n:8]([CH2:11][O:12][CH2:13][CH2:14][Si:15]([CH3:16])([CH3:17])[CH3:18])[c:9]2[CH2:10]1.[CH3:50][OH:51].[OH-:53].[OH-:55].[OH-:56].[OH-:57].[OH-:58].[OH-:59].[Pd+2:54]>>[CH3:1][C:2]1([CH3:49])[CH2:3][CH2:4][c:5]2[c:6](-[c:19]3[n:20]([CH2:41][O:42][CH2:43][CH2:44][Si:45]([CH3:46])([CH3:47])[CH3:48])[c:21]4[cH:22][c:23]([NH:28][CH2:39][CH3:40])[cH:24][cH:25][c:26]4[cH:27]3)[n:7][n:8]([CH2:11][O:12][CH2:13][CH2:14][Si:15]([CH3:16])([CH3:17])[CH3:18])[c:9]2[CH2:10]1. Starting materials: ClC1=NC=C(C(=N1)NC1=CC2=C(NC(N2)=O)C=C1)F (5-(2-chloro-5-fluoropyrimidin-4-ylamino)-1H-benzo[d]imidazol-2(3H)-one), CN1CCN(CC1)C1=CC=C(C=N1)N (6-(4-methylpiperazin-1-yl)pyridin-3-amine), C(=O)(C(F)(F)F)O (TFA). Solvent: CC(C)O (i-PrOH). Reaction conditions: temperature 85 celsius, time 2 day. The product is N1C(NC2=C1C=CC(=C2)NC2=NC(=NC=C2F)NC=2C=CC(=NC2)N2CCN(CC2)C)=O (N4-(Benzimidazolin-2-on-5-yl)-N2-[2-(4-methylpiperazin-1-yl)pyridin-5-yl]-5-fluoropyrimidine-2,4-diamine). Yield: 60.0%. Reaction SMILES: Cl[C:2]1[N:7]=[C:6]([NH:8][C:9]2[CH:18]=[CH:17][C:12]3[NH:13][C:14](=[O:16])[NH:15][C:11]=3[CH:10]=2)[C:5]([F:19])=[CH:4][N:3]=1.[CH3:20][N:21]1[CH2:26][CH2:25][N:24]([C:27]2[N:32]=[CH:31][C:30]([NH2:33])=[CH:29][CH:28]=2)[CH2:23][CH2:22]1.C(O)(C(F)(F)F)=O>CC(O)C>[NH:13]1[C:12]2[CH:17]=[CH:18][C:9]([NH:8][C:6]3[C:5]([F:19])=[CH:4][N:3]=[C:2]([NH:33][C:30]4[CH:29]=[CH:28][C:27]([N:24]5[CH2:25][CH2:26][N:21]([CH3:20])[CH2:22][CH2:23]5)=[N:32][CH:31]=4)[N:7]=3)=[CH:10][C:11]=2[NH:15][C:14]1=[O:16]. Reported procedure: To a vial with 5-(2-chloro-5-fluoropyrimidin-4-ylamino)-1H-benzo[d]imidazol-2(3H)-one (28.0 mg, 0.1 mmol) and 6-(4-methylpiperazin-1-yl)pyridin-3-amine (38.4 mg, 0.2 mmol), i-PrOH (2 mL) was added, followed by TFA (10 μL, 0.13 mmol). The vial was tightly closed, and the solution was stirred at 85° C. for 2 days. The solvent was removed in vacuo, and the crude product was purified by RP-HPLC. Purified compound (as a trifluoroacetate salt) was dissolved in MeOH—H2O (1:4, 2 mL) and was passed throu... Solvent: CS(=O)C (DMSO). The product is C(#N)CCCC1=C(COC(C)=O)C=CC=C1 (Acetic acid-2-(3-cyanopropyl)-benzyl ester). Reactants: [C-]#N.[Na+] (NaCN), ClCCCC1=C(COC(C)=O)C=CC=C1 (acetic acid-2-(3-chloropropyl)-benzyl ester), O (water), CCOCC (ether). As a reaction SMILES: [C-:1]#[N:2].[Na+].Cl[CH2:5][CH2:6][CH2:7][C:8]1[CH:18]=[CH:17][CH:16]=[CH:15][C:9]=1[CH2:10][O:11][C:12](=[O:14])[CH3:13].O.CCOCC>CS(C)=O>[C:1]([CH2:5][CH2:6][CH2:7][C:8]1[CH:18]=[CH:17][CH:16]=[CH:15][C:9]=1[CH2:10][O:11][C:12](=[O:14])[CH3:13])#[N:2] |f:0.1|. Reported procedure: With exclusion of humidity 12.5 g (0.25 mol). of dry NaCN were heated in 65 ml of anhydrous DMSO to 90° C and at this temperature 44.8 g (0.2 mol) of acetic acid-2-(3-chloropropyl)-benzyl ester were added dropwise. Then the mixture was heated for 50 minutes to 120° C and distributed after cooling between water and ether. The aqueous phase was extracted three times with ether, the organic phase was washed three times with a saturated sodium chloride solution, dried and concentrated under reduced ... Starting materials: ClC1=C(C=C(S1)[C@@H]1O[C@@H]([C@H]([C@@H]([C@H]1O)O)O)CO)CC1=CC=C(C=C1)O ((2R,3R,4S,5S,6R)-2-(5-chloro-4-(4-hydroxybenzyl)thiophen-2-yl)-6-(hydroxymethyl)-tetrahydro-2H-pyran-3,4,5-triol), C(C#C)Br (propargyl bromide), C(=O)([O-])[O-].[Cs+].[Cs+] (Cs2CO3). Solvent: CC(=O)C (acetone). Conditions: temperature 50 celsius, time 20 hour. Product: ClC1=C(C=C(S1)[C@@H]1O[C@@H]([C@H]([C@@H]([C@H]1O)O)O)CO)CC1=CC=C(C=C1)OCC#C ((2R,3R,4S,5S,6R)-2-(5-chloro-4-(4-(prop-2-ynyloxy)benzyl)thiophen-2-yl)-6-(hydroxymethyl)-tetrahydro-2H-pyran-3,4,5-triol). Yield: 37.5%. As a reaction SMILES: [Cl:1][C:2]1[S:6][C:5]([C@H:7]2[C@H:12]([OH:13])[C@@H:11]([OH:14])[C@H:10]([OH:15])[C@@H:9]([CH2:16][OH:17])[O:8]2)=[CH:4][C:3]=1[CH2:18][C:19]1[CH:24]=[CH:23][C:22]([OH:25])=[CH:21][CH:20]=1.[CH2:26](Br)[C:27]#[CH:28].C([O-])([O-])=O.[Cs+].[Cs+]>CC(C)=O>[Cl:1][C:2]1[S:6][C:5]([C@H:7]2[C@H:12]([OH:13])[C@@H:11]([OH:14])[C@H:10]([OH:15])[C@@H:9]([CH2:16][OH:17])[O:8]2)=[CH:4][C:3]=1[CH2:18][C:19]1[CH:24]=[CH:23][C:22]([O:25][CH2:28][C:27]#[CH:26])=[CH:21][CH:20]=1 |f:2.3.4|. Procedure details: To a solution of phenol 29 (124 mg, 0.320 mmol) in acetone (10 mL) were added propargyl bromide (80 wt % in toluene, 1.7 g, 11.2 mmol) and Cs2CO3 (1.5 g, 11.2 mmol) at room temperature. The mixture was stirred at 50° C. for 20 hours. The reaction mixture was cooled to room temperature and filtered off through celite. The filtrate was concentrated in vacuo. The residue was purified by prep HPLC (C18) to provide the title compound 30 (51 mg, 38%). The reactants are Cc1cc(C#N)cc(C)c1Oc1nc(Nc2ccc(C#N)cc2)ncc1[N+](=O)[O-], C1CCOC1. Product: Cc1cc(C#N)cc(C)c1Oc1nc(Nc2ccc(C#N)cc2)ncc1N. RXN SMILES: [C:1](#[N:2])[c:3]1[cH:4][c:5]([CH3:29])[c:6]([O:7][c:8]2[n:9][c:10]([NH:17][c:18]3[cH:19][cH:20][c:21]([C:22]#[N:23])[cH:24][cH:25]3)[n:11][cH:12][c:13]2[N+:14]([O-:15])=[O:16])[c:26]([CH3:28])[cH:27]1.[O:30]1[CH2:31][CH2:32][CH2:33][CH2:34]1>>[C:1](#[N:2])[c:3]1[cH:4][c:5]([CH3:29])[c:6]([O:7][c:8]2[n:9][c:10]([NH:17][c:18]3[cH:19][cH:20][c:21]([C:22]#[N:23])[cH:24][cH:25]3)[n:11][cH:12][c:13]2[NH2:14])[c:26]([CH3:28])[cH:27]1.